This data is from the Open Reaction Database (ORD), a public repository of structured organic reaction records. The task is: describe an organic reaction: reactants, conditions, products, and yield Reactants: Cl.Cl.C1(CCCCC1)N1C(=C(C2=NC=CC=C21)C(=O)N2CCNCC2)OC2=C(C=CC=C2C)C ([1-cyclohexyl-2-(2,6-dimethyl-phenoxy)-1H-pyrrolo[3,2-b]pyridin-3-yl]-piperazin-1-yl-methanone dihydrochloride), C(C)(C)(C)OC(=O)N1CCN(CC1)C(=O)C1=C(N(C=2C1=NC=CC2)C2CCCCC2)Cl (4-(2-Chloro-1-cyclohexyl-1H-pyrrolo[3,2-b]pyridine-3-carbonyl)-piperazine-1-carboxylic acid tert-butyl ester), CC1=C(C(=CC=C1)C)O (2,6-dimethylphenol), Cl (hydrochloric acid). Conditions: time 8 hour. The product is C1(CCCCC1)N1C(=C(C2=NC=CC=C21)C(=O)N2CCNCC2)OC2=C(C=CC=C2C)C ([1-Cyclohexyl-2-(2,6-dimethyl-phenoxy)-1H-pyrrolo[3,2-b]pyridin-3-yl]-piperazin-1-yl-methanone). As a reaction SMILES: C(OC(N1CCN(C(C2C3=NC=CC=C3N(C3CCCCC3)C=2Cl)=O)CC1)=O)(C)(C)C.CC1C=CC=C(C)C=1O.Cl.Cl.Cl.[CH:44]1([N:50]2[C:58]3[C:53](=[N:54][CH:55]=[CH:56][CH:57]=3)[C:52]([C:59]([N:61]3[CH2:66][CH2:65][NH:64][CH2:63][CH2:62]3)=[O:60])=[C:51]2[O:67][C:68]2[C:73]([CH3:74])=[CH:72][CH:71]=[CH:70][C:69]=2[CH3:75])[CH2:49][CH2:48][CH2:47][CH2:46][CH2:45]1>>[CH:44]1([N:50]2[C:58]3[C:53](=[N:54][CH:55]=[CH:56][CH:57]=3)[C:52]([C:59]([N:61]3[CH2:62][CH2:63][NH:64][CH2:65][CH2:66]3)=[O:60])=[C:51]2[O:67][C:68]2[C:73]([CH3:74])=[CH:72][CH:71]=[CH:70][C:69]=2[CH3:75])[CH2:49][CH2:48][CH2:47][CH2:46][CH2:45]1 |f:3.4.5|. Reported procedure: The compound of step 7 (200 mg, 447 μmol) and 2,6-dimethylphenol were reacted analogously as described in example 1, step 6, and the product subsequently reacted as described in example 1, step 7. The obtained solid was dissolved in a small quantity of MOH, mixed with hydrochloric acid (0.1 M) and lyophilized overnight to give 32 mg of the title compound in the form of the [1-cyclohexyl-2-(2,6-dimethyl-phenoxy)-1H-pyrrolo[3,2-b]pyridin-3-yl]-piperazin-1-yl-methanone dihydrochloride. Starting materials: [H-].[H-].[H-].[H-].[Li+].[Al+3] (LiAlH4), C(C)OC(=O)[C@@H]1C(N(C(C[C@H]1C1=CC=C(C=C1)F)=O)C)=O ((+/−) trans-3-ethoxycarbonyl-4-(4′-fluorophenyl)-N-methyl-piperidine-2,6-dione), [OH-].[Na+] (NaOH), C1(=CC=CC=C1)C (toluene). The solvent is O (Water), C1(=CC=CC=C1)C.C1CCOC1 (toluene THF), C1CCOC1 (THF), O (H2O). Yields the product FC1=CC=C(C=C1)[C@H]1[C@@H](CN(CC1)C)CO ((+/−) trans-4-(4′-fluorophenyl)-3-hydroxymethyl-N-methylpiperidine). Reaction SMILES: [H-].[H-].[H-].[H-].[Li+].[Al+3].C([O:9][C:10]([C@H:12]1[C@H:17]([C:18]2[CH:23]=[CH:22][C:21]([F:24])=[CH:20][CH:19]=2)[CH2:16][C:15](=O)[N:14]([CH3:26])[C:13]1=O)=O)C.C1(C)C=CC=CC=1.[OH-].[Na+]>C1(C)C=CC=CC=1.C1COCC1.C1COCC1.O>[F:24][C:21]1[CH:22]=[CH:23][C:18]([C@@H:17]2[CH2:16][CH2:15][N:14]([CH3:26])[CH2:13][C@H:12]2[CH2:10][OH:9])=[CH:19][CH:20]=1 |f:0.1.2.3.4.5,8.9,10.11|. Procedure details: To a cooled solution of LiAlH4 (0.22 mol) in toluene/THF under argon was added (+/−) trans-3-ethoxycarbonyl-4-(4′-fluorophenyl)-N-methyl-piperidine-2,6-dione (0.083 mol) in THF holding the temperature below 15° C. After addition was complete, the reaction was allowed to warm to room temperature. After 30 minutes at room temperature reaction was heated to >40° C. for 2 hr. Reaction was then cooled to <5° C. and toluene (50 ml) was added. Water (9 ml) was then added slowly holding the temperature ... Reported procedure: 5-(Ethoxycarbonyl)-5-methyl-6-oxoheptane-1-sulphonate, sodium salt (from 1.1) was heated at 90° C. in concentrated hydrochloric acid (200 ml), until TLC indicated complete reaction (˜3 hrs). The solvent was then evaporated under vacuum; the residue was purified by flash chromatography (Silica. Ethanol/dichloromethane mixtures) to give 49.6 g of 5-methyl-6-oxoheptane-1-sulphonic acid. The product is CC(CCCCS(=O)(=O)O)C(C)=O (5-methyl-6-oxoheptane-1-sulphonic acid). RXN SMILES: C(O[C:4]([C:6](C)([C:15](=[O:17])[CH3:16])[CH2:7][CH2:8][CH2:9][CH2:10][S:11]([O-:14])(=[O:13])=[O:12])=O)C.[Na]>Cl>[CH3:4][CH:6]([C:15](=[O:17])[CH3:16])[CH2:7][CH2:8][CH2:9][CH2:10][S:11]([OH:14])(=[O:12])=[O:13] |^1:18|. The reactants are C(C)OC(=O)C(CCCCS(=O)(=O)[O-])(C(C)=O)C (5-(Ethoxycarbonyl)-5-methyl-6-oxoheptane-1-sulphonate), [Na] (sodium). The solvent is Cl (hydrochloric acid). The reagents and catalysts are C1=CC=C(C=C1)[PH+](C2=CC=CC=C2)[C]3[CH][CH][CH][CH]3.C1=CC=C(C=C1)[PH+](C2=CC=CC=C2)[C]3[CH][CH][CH][CH]3.C(Cl)Cl.Cl[Pd]Cl.[Fe] (dichloro[1,1′-bis(diphenylphosphino)ferrocene]palladium(II) dichloromethane adduct). The reactants are BrC1=CN=C2C(=N1)N(C(N2)=O)CCN2C(CCC2)=O.N2N=C(N=C2)C2=CC=C(C=C2)C2=CN=C1C(=N2)N(C(N1)=O)CCN1C(CCC1)=O (6-(4-(1H-1,2,4-Triazol-3-yl)phenyl)-1-(2-(2-oxopyrrolidin-1-yl)ethyl)-1H-imidazo[4,5-b]pyrazin-2(3H)-one 6-Bromo-1-(2-(2-oxopyrrolidin-1-yl)ethyl)-1H-imidazo[4,5-b]pyrazin-2(3H)-one), Cl.N1N=CN=C1C1=CC=C(C=C1)B(O)O (4-(1H-1,2,4-triazol-5-yl)phenylboronic acid hydrochloride), C([O-])([O-])=O.[Na+].[Na+] (sodium carbonate). Product: N1N=C(N=C1)C1=CC=C(C=C1)C1=CN=C2C(=N1)N(C(N2)=O)CCN2C(CCC2)=O (6-(4-(1H-1,2,4-TRIAZOL-3-YL)PHENYL)-1-(2-(2-OXOPYRROLIDIN-1-YL)ETHYL)-1H-IMIDAZO[4,5-B]PYRAZIN-2(3H)-ONE). The solvent is O1CCOCC1 (dioxane). Procedure: 6-(4-(1H-1,2,4-Triazol-3-yl)phenyl)-1-(2-(2-oxopyrrolidin-1-yl)ethyl)-1H-imidazo[4,5-b]pyrazin-2(3H)-one 6-Bromo-1-(2-(2-oxopyrrolidin-1-yl)ethyl)-1H-imidazo[4,5-b]pyrazin-2(3H)-one (See Example 157.A) (290 mg, 0.8 mmol), 4-(1H-1,2,4-triazol-5-yl)phenylboronic acid hydrochloride (See Example 159.D) (224 mg, 0.99 mmol), dichloro[1,1′-bis(diphenylphosphino)ferrocene]palladium(II) dichloromethane adduct (30 mg, 0.04 mmol), 1M sodium carbonate (2.5 mL, 2.5 mmol), and dioxane (5 mL) were heated in a ... Reaction SMILES: BrC1N=C2N(CCN3CCCC3=O)C(=O)NC2=NC=1.[NH:20]1[CH:24]=[N:23][C:22]([C:25]2[CH:30]=[CH:29][C:28]([C:31]3[N:36]=[C:35]4[N:37]([CH2:41][CH2:42][N:43]5[CH2:47][CH2:46][CH2:45][C:44]5=[O:48])[C:38](=[O:40])[NH:39][C:34]4=[N:33][CH:32]=3)=[CH:27][CH:26]=2)=[N:21]1.Cl.N1C(C2C=CC(B(O)O)=CC=2)=NC=N1.C(=O)([O-])[O-].[Na+].[Na+]>C1C=CC([PH+]([C]2[CH][CH][CH][CH]2)C2C=CC=CC=2)=CC=1.C1C=CC([PH+]([C]2[CH][CH][CH][CH]2)C2C=CC=CC=2)=CC=1.C(Cl)Cl.Cl[Pd]Cl.[Fe].O1CCOCC1>[NH:20]1[CH:24]=[N:23][C:22]([C:25]2[CH:30]=[CH:29][C:28]([C:31]3[N:36]=[C:35]4[N:37]([CH2:41][CH2:42][N:43]5[CH2:47][CH2:46][CH2:45][C:44]5=[O:48])[C:38](=[O:40])[NH:39][C:34]4=[N:33][CH:32]=3)=[CH:27][CH:26]=2)=[N:21]1 |f:0.1,2.3,4.5.6,7.8.9.10.11,^1:74,75,76,77,78,92,93,94,95,96|. The yield is 7.4%. Starting materials: O=C(O)C1CCc2cc(C3CCCCCC3)c(Cl)cc21, [Cl-], N, c1ccccc1. Product: NC(=O)C1CCc2cc(C3CCCCCC3)c(Cl)cc21. RXN SMILES: [CH:3]1([c:10]2[cH:11][c:12]3[c:16]([cH:17][c:18]2[Cl:19])[CH:15]([C:20](=[O:21])[OH:22])[CH2:14][CH2:13]3)[CH2:4][CH2:5][CH2:6][CH2:7][CH2:8][CH2:9]1.[Cl-:2].[NH3:1].[cH:23]1[cH:24][cH:25][cH:26][cH:27][cH:28]1>>[NH2:1][C:20]([CH:15]1[CH2:14][CH2:13][c:12]2[cH:11][c:10]([CH:3]3[CH2:4][CH2:5][CH2:6][CH2:7][CH2:8][CH2:9]3)[c:18]([Cl:19])[cH:17][c:16]21)=[O:22]. Reactants: CC(=O)O, CS(C)=O, [Na+], C1CCOC1, [OH-], O, COC(=O)Cc1ccc2nc(Nc3ccccc3)oc2c1. Product: O=C(O)Cc1ccc2nc(Nc3ccccc3)oc2c1. As a reaction SMILES: [CH3:24][C:25](=[O:26])[OH:27].[CH3:28][S:29](=[O:30])[CH3:31].[Na+:23].[O:32]1[CH2:33][CH2:34][CH2:35][CH2:36]1.[OH-:22].[OH2:37].[c:1]1([NH:7][c:8]2[o:9][c:10]3[c:11]([n:12]2)[cH:13][cH:14][c:15]([CH2:17][C:18](=[O:19])[O:20][CH3:21])[cH:16]3)[cH:2][cH:3][cH:4][cH:5][cH:6]1>>[c:1]1([NH:7][c:8]2[o:9][c:10]3[c:11]([n:12]2)[cH:13][cH:14][c:15]([CH2:17][C:18](=[O:19])[OH:20])[cH:16]3)[cH:2][cH:3][cH:4][cH:5][cH:6]1.